describe an organic reaction: reactants, conditions, products, and yield From a dataset of the Open Reaction Database (ORD), a public repository of structured organic reaction records. Run in ClCCl (dichloromethane). Procedure details: Tert-butyl [7-(aminomethyl)-1-benzyl-1,2,3,4-tetrahydronaphthalen-2-yl]carbamate (32 mg, 0.87 mmol) was dissolved in dichloromethane (15 mL) and 4-dimethylaminopyridine (12 mg, 0.096 mmol) and 3-fluoropropane-1-sulfonyl chloride (14 mg, 0.087 mmol) were added. The reaction mixture was stirred at room temperature over night. The dichloromethane solution of the crude product was washed successively with 1N aqueous hydrochloric acid and aqueous NaHCO3 solution, dried (Na2SO4) and concentrated in va... RXN SMILES: [NH2:1][CH2:2][C:3]1[CH:12]=[C:11]2[C:6]([CH2:7][CH2:8][CH:9]([NH:20][C:21](=[O:27])[O:22][C:23]([CH3:26])([CH3:25])[CH3:24])[CH:10]2[CH2:13][C:14]2[CH:19]=[CH:18][CH:17]=[CH:16][CH:15]=2)=[CH:5][CH:4]=1.[F:28][CH2:29][CH2:30][CH2:31][S:32](Cl)(=[O:34])=[O:33]>ClCCl.CN(C)C1C=CN=CC=1>[CH2:13]([CH:10]1[C:11]2[C:6](=[CH:5][CH:4]=[C:3]([CH2:2][NH:1][S:32]([CH2:31][CH2:30][CH2:29][F:28])(=[O:34])=[O:33])[CH:12]=2)[CH2:7][CH2:8][CH:9]1[NH:20][C:21](=[O:27])[O:22][C:23]([CH3:24])([CH3:26])[CH3:25])[C:14]1[CH:15]=[CH:16][CH:17]=[CH:18][CH:19]=1. Product: C(C1=CC=CC=C1)C1C(CCC2=CC=C(C=C12)CNS(=O)(=O)CCCF)NC(OC(C)(C)C)=O (Tert-butyl [1-benzyl-7-({[(3-fluoropropyl)sulfonyl]amino}methyl)-1,2,3,4-tetrahydronaphthalen-2-yl]carbamate). The reagents and catalysts are CN(C1=CC=NC=C1)C (4-dimethylaminopyridine). Starting materials: NCC1=CC=C2CCC(C(C2=C1)CC1=CC=CC=C1)NC(OC(C)(C)C)=O (Tert-butyl [7-(aminomethyl)-1-benzyl-1,2,3,4-tetrahydronaphthalen-2-yl]carbamate), FCCCS(=O)(=O)Cl (3-fluoropropane-1-sulfonyl chloride). Starting materials: Brc1ncccn1, CC(C)(C)O, CC(C)(C)OC(=O)c1ccc(NC2CCNCC2)cc1. Product: CC(C)(C)OC(=O)c1ccc(NC2CCN(c3ncccn3)CC2)cc1. Reaction SMILES: [Br:1][c:2]1[n:3][cH:4][cH:5][cH:6][n:7]1.[C:28]([OH:29])([CH3:30])([CH3:31])[CH3:32].[C:8]([CH3:9])([CH3:10])([CH3:11])[O:12][C:13]([c:14]1[cH:15][cH:16][c:17]([NH:20][CH:21]2[CH2:22][CH2:23][NH:24][CH2:25][CH2:26]2)[cH:18][cH:19]1)=[O:27]>>[c:2]1([N:24]2[CH2:23][CH2:22][CH:21]([NH:20][c:17]3[cH:16][cH:15][c:14]([C:13]([O:12][C:8]([CH3:9])([CH3:10])[CH3:11])=[O:27])[cH:19][cH:18]3)[CH2:26][CH2:25]2)[n:3][cH:4][cH:5][cH:6][n:7]1.